From a dataset of the Open Reaction Database (ORD), a public repository of structured organic reaction records. describe an organic reaction: reactants, conditions, products, and yield Starting materials: C(C=C)C1=C(C(=CC(=C1)[N+](=O)[O-])Cl)O (2-allyl-6-chloro-4-nitrophenol), CC(=O)C (acetone), O (water). Reagents/catalysts: [Os](=O)(=O)(=O)=O (osmium (VIII) oxide). Run in C(C)(C)(C)O (tert-butanol), C[N+]1(CCOCC1)[O-] (4-methylmorpholin-4-oxide). Run at time 41 hour. The product is ClC=1C(=C(C=C(C1)[N+](=O)[O-])CC(CO)O)O (3-(3-chloro-2-hydroxy-5-nitrophenyl)propane-1,2-diol). Reaction SMILES: C([C:4]1[CH:9]=[C:8]([N+:10]([O-:12])=[O:11])[CH:7]=[C:6]([Cl:13])[C:5]=1[OH:14])C=C.[CH3:15][C:16]([CH3:18])=[O:17].[OH2:19]>C(O)(C)(C)C.C[N+]1([O-])CCOCC1.[Os](=O)(=O)(=O)=O>[Cl:13][C:6]1[C:5]([OH:14])=[C:4]([CH2:15][CH:16]([OH:17])[CH2:18][OH:19])[CH:9]=[C:8]([N+:10]([O-:12])=[O:11])[CH:7]=1. Reported procedure: To a mixture of 2-allyl-6-chloro-4-nitrophenol (30.0 g), acetone (270 mL), and water (30.0 mL) were added a 2.5 wt % osmium (VIII) oxide solution in tert-butanol (10.0 mL) and 4-methylmorpholin-4-oxide (18.1 g), followed by stirring at room temperature for 41 hours. The reaction mixture was concentrated under reduced pressure, acidified with 1 M hydrochloric acid, and extracted with ethyl acetate. The organic layer was washed with saturated brine and then dried over anhydrous sodium sulfate. The... Starting materials: ClC/C=C/C(=O)N1CC2=C(C3=C(N=CN=C3NC3=CC(=C(C=C3)Cl)Cl)S2)CC1 (7-[(2E)-4-Chlorobut-2-enoyl]-N-(3,4-dichlorophenyl)-5,6,7,8-tetrahydropyrido[4′,3′:4,5]thieno[2,3-d]pyrimidin-4-amine), N1=C(C=CC=C1)N1CCNCC1 (1-pyridin-2-ylpiperazine). Run in CN(C)C=O (DMF). Conditions: time 3 hour. The product is ClC=1C=C(C=CC1Cl)NC=1C2=C(N=CN1)SC1=C2CCN(C1)C(\C=C\CN1CCN(CC1)C1=NC=CC=C1)=O (N-(3,4-Dichlorophenyl)-7-[(2E)-4-(4-pyridin-2-ylpiperazin-1-yl)but-2-enoyl]-5,6,7,8-tetrahydropyrido[4′,3′:4,5]thieno[2,3-d]pyrimidin-4-amine). Yield: 79.7%. As a reaction SMILES: Cl[CH2:2]/[CH:3]=[CH:4]/[C:5]([N:7]1[CH2:28][CH2:27][C:10]2[C:11]3[C:16]([NH:17][C:18]4[CH:23]=[CH:22][C:21]([Cl:24])=[C:20]([Cl:25])[CH:19]=4)=[N:15][CH:14]=[N:13][C:12]=3[S:26][C:9]=2[CH2:8]1)=[O:6].[N:29]1[CH:34]=[CH:33][CH:32]=[CH:31][C:30]=1[N:35]1[CH2:40][CH2:39][NH:38][CH2:37][CH2:36]1>CN(C=O)C>[Cl:25][C:20]1[CH:19]=[C:18]([NH:17][C:16]2[C:11]3[C:10]4[CH2:27][CH2:28][N:7]([C:5](=[O:6])/[CH:4]=[CH:3]/[CH2:2][N:38]5[CH2:39][CH2:40][N:35]([C:30]6[CH:31]=[CH:32][CH:33]=[CH:34][N:29]=6)[CH2:36][CH2:37]5)[CH2:8][C:9]=4[S:26][C:12]=3[N:13]=[CH:14][N:15]=2)[CH:23]=[CH:22][C:21]=1[Cl:24]. Procedure: To a suspension of Example 59A (80 mg, 0.16 mmol) in DMF (1 mL) was added 1-pyridin-2-ylpiperazine (52 mg, 0.32 mmol), and the mixture was stirred at rt for 3 h and then heated to 50° C. for 4 h. After purification by preparative HPLC, the product crystallized upon trituration with dichloromethane to yield 74 mg (79%) of the title compound. The reactants are CC1OC2=C(O1)C=CC(=C2)NC(=O)C (2-methyl-5-acetamino-1,3-benzodioxole), [N+](=O)(O)[O-] (nitric acid). The solvent is C(C)(=O)O (acetic acid), C(C)(=O)O (acetic acid). Reaction conditions: time 30 minute. Product: CC1OC2=C(O1)C=C(C(=C2)NC(=O)C)[N+](=O)[O-] (2-methyl-5-acetamino-6-nitro-1,3-benzodioxole). The yield is 88.5%. Reaction SMILES: [CH3:1][CH:2]1[O:6][C:5]2[CH:7]=[CH:8][C:9]([NH:11][C:12]([CH3:14])=[O:13])=[CH:10][C:4]=2[O:3]1.[N+:15]([O-])([OH:17])=[O:16]>C(O)(=O)C>[CH3:1][CH:2]1[O:6][C:5]2[CH:7]=[C:8]([N+:15]([O-:17])=[O:16])[C:9]([NH:11][C:12]([CH3:14])=[O:13])=[CH:10][C:4]=2[O:3]1. Reported procedure: 59.3 g of 2-methyl-5-acetamino-1,3-benzodioxole were nitrated at 15°-25° C. in 225 ml of glacial acetic acid by the dropwise addition of 27 ml of nitric acid in 95 ml of glacial acetic acid. After 30 minutes, the temperature rose spontaneously to 45° C. and the color of the mixture changed from yellow to red. The precipitated crystals were removed by filtration under suction and washed with methanol. There were obtained 64.4 g (88.5% of theory) of 2-methyl-5-acetamino-6-nitro-1,3-benzodioxole of... Starting materials: CC#N, CCOC(=O)CCCCCOc1c(CO)oc(C)cc1=O. Yields the product CCOC(=O)CCCCCOc1c(C=O)oc(C)cc1=O. RXN SMILES: [CH3:22][C:23]#[N:24].[OH:1][CH2:2][c:3]1[o:4][c:5]([CH3:21])[cH:6][c:7](=[O:20])[c:8]1[O:9][CH2:10][CH2:11][CH2:12][CH2:13][CH2:14][C:15](=[O:16])[O:17][CH2:18][CH3:19]>>[O:1]=[CH:2][c:3]1[o:4][c:5]([CH3:21])[cH:6][c:7](=[O:20])[c:8]1[O:9][CH2:10][CH2:11][CH2:12][CH2:13][CH2:14][C:15](=[O:16])[O:17][CH2:18][CH3:19]. Reactants: C#CC1(C)CCc2c(C)c(O)c(C)c(C)c2O1, ClC(Cl)Cl. The product is C#CC1(C)CCc2c(C)c(OC)c(C)c(C)c2O1. RXN SMILES: [C:1](#[CH:2])[C:3]1([CH3:17])[O:4][c:5]2[c:6]([c:9]([CH3:16])[c:10]([OH:15])[c:11]([CH3:14])[c:12]2[CH3:13])[CH2:7][CH2:8]1.[Cl:18][CH:19]([Cl:20])[Cl:21]>>[C:1](#[CH:2])[C:3]1([CH3:17])[O:4][c:5]2[c:6]([c:9]([CH3:16])[c:10]([O:15][CH3:19])[c:11]([CH3:14])[c:12]2[CH3:13])[CH2:7][CH2:8]1. Reactants: [Br-], CC(C)(C)OC(=O)N1CCC(O[Si](C)(C)C(C)(C)C)C1C=O, CC(=O)O, C[Mg+], CCOC(C)=O. The product is CC(O)C1C(O[Si](C)(C)C(C)(C)C)CCN1C(=O)OC(C)(C)C. Reaction SMILES: [Br-:23].[C:1]([CH3:2])([CH3:3])([CH3:4])[O:5][C:6](=[O:7])[N:8]1[CH:9]([CH:21]=[O:22])[CH:10]([O:13][Si:14]([CH3:15])([CH3:16])[C:17]([CH3:18])([CH3:19])[CH3:20])[CH2:11][CH2:12]1.[C:26]([OH:27])(=[O:28])[CH3:29].[CH3:24][Mg+:25].[CH3:30][CH2:31][O:32][C:33]([CH3:34])=[O:35]>>[C:1]([CH3:2])([CH3:3])([CH3:4])[O:5][C:6](=[O:7])[N:8]1[CH:9]([CH:21]([OH:22])[CH3:26])[CH:10]([O:13][Si:14]([CH3:15])([CH3:16])[C:17]([CH3:18])([CH3:19])[CH3:20])[CH2:11][CH2:12]1.